From a dataset of the Open Reaction Database (ORD), a public repository of structured organic reaction records. describe an organic reaction: reactants, conditions, products, and yield Reactants: CN(C1=CC=CC=C1)C (N,N,-Dimethylaniline), OC1=CC(=NC=N1)C=NO (6-Hydroxy-pyrimidine-4-carbaldehyde oxime), O=P(Cl)(Cl)Cl (POCl3), ice. Conditions: temperature 80 celsius, time 1 hour. Product: ClC1=CC(=NC=N1)C#N (6-chloro-pyrimidine-4-carbonitrile). RXN SMILES: O[C:2]1[N:7]=[CH:6][N:5]=[C:4]([CH:8]=[N:9]O)[CH:3]=1.CN(C)C1C=CC=CC=1.O=P(Cl)(Cl)[Cl:22]>>[Cl:22][C:2]1[N:7]=[CH:6][N:5]=[C:4]([C:8]#[N:9])[CH:3]=1. Procedure details: 6-Hydroxy-pyrimidine-4-carbaldehyde oxime (9.3 g, 67 mmol) was stirred in 37 ml POCl3 under N2 at 40° C. for 30 min, 60° C. for 30 min, and 80° C. for one h. N,N,-Dimethylaniline was added very slowly by syringe, and stirred for one h at 80° C. After cooling to 0° C., the mixture was poured into a separatory funnel containing 300 g of ice. The mixture was carefully swirled, then extracted with 500 ml t-BuOMe. The organic layer was washed with 1 N HCl (4×100 ml), then several times with NaHCO3, t... The solvent is CN(C=O)C (dimethylformamide), CN(C=O)C (dimethylformamide). The yield is 60.4%. Conditions: temperature 70 celsius, time 5 hour. The product is COC=1C(=CC2=C(C(=NO2)CCCN2CCC(CC2)OC2=C(C(=C(C(=C2F)F)F)F)F)C1)OC (1-[(5,6-dimethoxy-1,2-benzisoxazol-3-yl)propyl]-4-(2,3,4,5,6-pentafluorophenoxy)piperidine). The reactants are C([O-])(O)=O.[Na+] (sodium bicarbonate), FC1=C(OC2CCNCC2)C(=C(C(=C1F)F)F)F (4-(2,3,4,5,6-pentafluorophenoxy)piperidine), ClCCCC1=NOC2=C1C=C(C(=C2)OC)OC (3-(3-chloropropyl)-5,6-dimethoxy-1,2-benzisoxazole). Reaction SMILES: C(=O)(O)[O-].[Na+].[F:6][C:7]1[C:19]([F:20])=[C:18]([F:21])[C:17]([F:22])=[C:16]([F:23])[C:8]=1[O:9][CH:10]1[CH2:15][CH2:14][NH:13][CH2:12][CH2:11]1.Cl[CH2:25][CH2:26][CH2:27][C:28]1[C:32]2[CH:33]=[C:34]([O:39][CH3:40])[C:35]([O:37][CH3:38])=[CH:36][C:31]=2[O:30][N:29]=1>CN(C)C=O.[I-].[K+]>[CH3:40][O:39][C:34]1[C:35]([O:37][CH3:38])=[CH:36][C:31]2[O:30][N:29]=[C:28]([CH2:27][CH2:26][CH2:25][N:13]3[CH2:14][CH2:15][CH:10]([O:9][C:8]4[C:16]([F:23])=[C:17]([F:22])[C:18]([F:21])=[C:19]([F:20])[C:7]=4[F:6])[CH2:11][CH2:12]3)[C:32]=2[CH:33]=1 |f:0.1,5.6|. Reagents/catalysts: [I-].[K+] (potassium iodide). Procedure: A mixture of 10 g of sodium bicarbonate, 0.12 g of potassium iodide, 5.0 g of 4-(2,3,4,5,6-pentafluorophenoxy)piperidine and 75 ml of dimethylformamide was treated with a solution of 5.37 g of 3-(3-chloropropyl)-5,6-dimethoxy-1,2-benzisoxazole in 25 ml dimethylformamide and stirred for five hours at 70° C. The reaction mixture was filtered and the filtrate poured into water and extracted with ethyl acetate. The organic layer was washed with water followed by a saturated sodium chloride solution,... The reactants are C[Si](C)(C)[N-][Si](C)(C)C.[K+] (Potassium bis(trimethylsilyl)amide), ClC1=CC(=NC=C1)N (4-chloro pyridin-2-amine), CC1=C(C=NC=C1C#N)F (4-methyl-5-fluoronicotinonitrile). Solvent: O1CCCC1 (tetrahydrofuran), O1CCCC1 (tetrahydrofuran). Run at time 15 minute. The product is ClC1=CC(=NC=C1)NC(=N)C=1C=NC=C(C1C)F (N-(4-chloropyridin-2-yl)-5-fluoro-4-methylpyridine-3-carboximidamide). RXN SMILES: C[Si]([N-][Si](C)(C)C)(C)C.[K+].[Cl:11][C:12]1[CH:17]=[CH:16][N:15]=[C:14]([NH2:18])[CH:13]=1.[CH3:19][C:20]1[C:25]([C:26]#[N:27])=[CH:24][N:23]=[CH:22][C:21]=1[F:28]>O1CCCC1>[Cl:11][C:12]1[CH:17]=[CH:16][N:15]=[C:14]([NH:18][C:26]([C:25]2[CH:24]=[N:23][CH:22]=[C:21]([F:28])[C:20]=2[CH3:19])=[NH:27])[CH:13]=1 |f:0.1|. Reported procedure: Potassium bis(trimethylsilyl)amide (1.0 M, 4.1 mL, 0.0041 mol) was added slowly for a period of 5 min to a solution of 4-chloro pyridin-2-amine (0.35 g, 0.00273 mol) in anhydrous tetrahydrofuran (30 mL) at 0° C. and stirred for 15 min at same temperature. Then 4-methyl-5-fluoronicotinonitrile (0.37 g, 0.00273 mol) in tetrahydrofuran (5 mL) was added. The reaction temperature was raised to RT and the reaction mixture was stirred it for 18 h. The reaction mixture was quenched with a saturated aque... The reactants are FC(C(=O)O)(F)F.ClC=1C(=C2C(=NC1)NC(=N2)C2=CC=C(C=C2)CN2CCOCC2)N[C@H]2[C@H]([C@@H]1C=C[C@H]2C1)C(=O)N ((1S,2S,3R,4R)-3-[6-Chloro-2-(4-morpholin-4-ylmethyl-phenyl)-3H-imidazo[4,5-b]pyridine-7-ylamino]-bicyclo[2.2.1]hept-5-ene-2-carboxylic acid amide-trifluoroacetate salt), NC1=NC=C(C(=C1N)N[C@H]1[C@H]([C@@H]2C=C[C@H]1C2)C(=O)N)Cl ((1S,2S,3R,4R)-3-(2,3-Diamino-5-chloro-pyridin-4-ylamino)-bicyclo[2.2.1]hept-5-ene-2-carboxylic acid amide), COC1=CC=C(C=O)C=C1 (4-methoxybenzaldehyde). The product is ClC=1C(=C2C(=NC1)NC(=N2)C2=CC=C(C=C2)OC)N[C@H]2[C@H]([C@@H]1C=C[C@H]2C1)C(=O)N ((1S,2S,3R,4R)-3-[6-Chloro-2-(4-methoxy-phenyl)-3H-imidazo[4,5-b]pyridine-7-ylamino]-bicyclo[2.2.1]hept-5-ene-2-carboxylic acid amide). The yield is 16.0%. RXN SMILES: FC(F)(F)[C:3](O)=[O:4].[Cl:8][C:9]1[C:10]([NH:31][C@@H:32]2[C@@H:37]3[CH2:38][C@@H:34]([CH:35]=[CH:36]3)[C@@H:33]2[C:39]([NH2:41])=[O:40])=[C:11]2[N:17]=[C:16]([C:18]3[CH:23]=[CH:22][C:21](CN4CCOCC4)=[CH:20][CH:19]=3)[NH:15][C:12]2=[N:13][CH:14]=1.NC1C(N)=C(N[C@@H]2[C@@H]3C[C@@H](C=C3)[C@@H]2C(N)=O)C(Cl)=CN=1.COC1C=CC(C=O)=CC=1>>[Cl:8][C:9]1[C:10]([NH:31][C@@H:32]2[C@@H:37]3[CH2:38][C@@H:34]([CH:35]=[CH:36]3)[C@@H:33]2[C:39]([NH2:41])=[O:40])=[C:11]2[N:17]=[C:16]([C:18]3[CH:19]=[CH:20][C:21]([O:4][CH3:3])=[CH:22][CH:23]=3)[NH:15][C:12]2=[N:13][CH:14]=1 |f:0.1|. Procedure details: In the same fashion as for Compound III, (1S,2S,3R,4R)-3-(2,3-Diamino-5-chloro-pyridin-4-ylamino)-bicyclo[2.2.1]hept-5-ene-2-carboxylic acid amide and 4-methoxybenzaldehyde were reacted to produce the title compound (16%). 1H NMR (d-chloroform): 15.54 (br s, 1H) 8.23 (d, J=9 Hz, 1H), 8.06 (d, J=9 Hz, 2H), 7.79 (s, 1H), 7.06 (d, J=9 Hz, 2H), 6.51 (m, 1H), 6.42 (m, 1H), 5.86 (br s, 1H), 5.46 (br s, 1H), 5.39 (t, J=8 Hz, 1H), 3.91 (s, 3H), 3.17 (s, 1H), 3.05 (s, 1H), 2.68 (d, J=9 Hz, 1H), 2.33 (d, ... Starting materials: C(Cl)(Cl)Cl.CO (chloroform methanol), FC1=CC=C(C(C2=CC=C(C=C2)F)N2CCN(CC2)C(C=CC=CC2=C(C(=C(C=C2)OC)OC)OC)=O)C=C1 (1-(4,4' difluorobenzhydryl)-4-(5-(2,3,4-trimethoxyphenyl)-2,4,-pentadienoyl)piperazine), [Cl-].[NH4+] (ammonium chloride), [H-].[Al+3].[Li+].[H-].[H-].[H-] (lithium aluminum hydride). The solvent is CCOCC (ether). Product: FC1=CC=C(C(C2=CC=C(C=C2)F)N2CCN(CC2)CC=CC=CC2=C(C(=C(C=C2)OC)OC)OC)C=C1 (1-(4,4'-difluorobenzhydryl)-4-(5-(2,3,4-trimethoxyphenyl)-2,4-pentadienyl)piperazine). Isolated yield 95.0%. RXN SMILES: [F:1][C:2]1[CH:39]=[CH:38][C:5]([CH:6]([N:14]2[CH2:19][CH2:18][N:17]([C:20](=O)[CH:21]=[CH:22][CH:23]=[CH:24][C:25]3[CH:30]=[CH:29][C:28]([O:31][CH3:32])=[C:27]([O:33][CH3:34])[C:26]=3[O:35][CH3:36])[CH2:16][CH2:15]2)[C:7]2[CH:12]=[CH:11][C:10]([F:13])=[CH:9][CH:8]=2)=[CH:4][CH:3]=1.[H-].[Al+3].[Li+].[H-].[H-].[H-].[Cl-].[NH4+].C(Cl)(Cl)Cl.CO>CCOCC>[F:13][C:10]1[CH:9]=[CH:8][C:7]([CH:6]([N:14]2[CH2:15][CH2:16][N:17]([CH2:20][CH:21]=[CH:22][CH:23]=[CH:24][C:25]3[CH:30]=[CH:29][C:28]([O:31][CH3:32])=[C:27]([O:33][CH3:34])[C:26]=3[O:35][CH3:36])[CH2:18][CH2:19]2)[C:5]2[CH:4]=[CH:3][C:2]([F:1])=[CH:39][CH:38]=2)=[CH:12][CH:11]=1 |f:1.2.3.4.5.6,7.8,9.10|. Procedure details: 10.6 g (20 mmol) of said 1-(4,4' difluorobenzhydryl)-4-(5-(2,3,4-trimethoxyphenyl)-2,4,-pentadienoyl)piperazine was dissolved in 250 ml of dry ether. After addition of 760 mg (20.1 mmol) of lithium aluminum hydride, the mixture was heated under reflux for 1 hour. The reaction mixture, after addition of saturated aqueous solution of ammonium chloride, was extracted with ether. The organic layer was then washed with a saturated sodium chloride solution, dried over anhydrous magnesium sulfate and c... The reactants are CC(C)(O)c1c(F)cccc1-c1nccc2ccccc12, Clc1ccccc1Cl, [Na+], [OH-], O=S(=O)(O)O. Product: CC1(C)c2c(F)cccc2-c2nccc3cccc1c23. Reaction SMILES: [CH3:1][C:2]([CH3:3])([OH:4])[c:5]1[c:6](-[c:12]2[n:13][cH:14][cH:15][c:16]3[cH:17][cH:18][cH:19][cH:20][c:21]23)[cH:7][cH:8][cH:9][c:10]1[F:11].[Cl:29][c:30]1[cH:31][cH:32][cH:33][cH:34][c:35]1[Cl:36].[Na+:28].[OH-:27].[S:22](=[O:23])(=[O:24])([OH:25])[OH:26]>>[CH3:1][C:2]1([CH3:3])[c:5]2[c:6]([cH:7][cH:8][cH:9][c:10]2[F:11])-[c:12]2[n:13][cH:14][cH:15][c:16]3[cH:17][cH:18][cH:19][c:20]1[c:21]23.